Dataset: the Open Reaction Database (ORD), a public repository of structured organic reaction records. Task: describe an organic reaction: reactants, conditions, products, and yield Reactants: CC(COc1ccccc1N1CCN(C(=O)OC(C)(C)C)CC1)NS(C)(=O)=O, C1CCOC1, CI, CCOC(C)=O, [H-], [Na+]. Product: CC(COc1ccccc1N1CCN(C(=O)OC(C)(C)C)CC1)N(C)S(C)(=O)=O. As a reaction SMILES: [C:1]([CH3:2])([CH3:3])([CH3:4])[O:5][C:6](=[O:7])[N:8]1[CH2:9][CH2:10][N:11]([c:14]2[c:15]([O:20][CH2:21][CH:22]([CH3:23])[NH:24][S:25](=[O:26])(=[O:27])[CH3:28])[cH:16][cH:17][cH:18][cH:19]2)[CH2:12][CH2:13]1.[CH2:39]1[O:40][CH2:41][CH2:42][CH2:43]1.[CH3:31][I:32].[CH3:33][CH2:34][O:35][C:36](=[O:37])[CH3:38].[H-:29].[Na+:30]>>[C:1]([CH3:2])([CH3:3])([CH3:4])[O:5][C:6](=[O:7])[N:8]1[CH2:9][CH2:10][N:11]([c:14]2[c:15]([O:20][CH2:21][CH:22]([CH3:23])[N:24]([S:25](=[O:26])(=[O:27])[CH3:28])[CH3:33])[cH:16][cH:17][cH:18][cH:19]2)[CH2:12][CH2:13]1. The reactants are BrCc1ccccn1, BrCC1CCCCO1, O=C1Nc2ccccc2C12COc1c(Cl)cc3c(c12)OCCO3, O=C1Nc2ccccc2C12COc1cc3c(cc12)CCO3. The product is O=C1N(Cc2ccccn2)c2ccccc2C12COc1c(Cl)cc3c(c12)OCCO3. RXN SMILES: [Br:1][CH2:2][c:3]1[n:4][cH:5][cH:6][cH:7][cH:8]1.[Br:9][CH2:10][CH:11]1[CH2:12][CH2:13][CH2:14][CH2:15][O:16]1.[Cl:17][c:18]1[c:19]2[c:20]([c:21]3[c:22]([cH:27]1)[O:23][CH2:24][CH2:25][O:26]3)[C:28]1([CH2:29][O:30]2)[C:31](=[O:39])[NH:32][c:33]2[cH:34][cH:35][cH:36][cH:37][c:38]21.[NH:40]1[c:41]2[c:42]([cH:43][cH:44][cH:45][cH:46]2)[C:47]2([CH2:48][O:49][c:50]3[cH:51][c:52]4[c:53]([cH:54][c:55]32)[CH2:56][CH2:57][O:58]4)[C:59]1=[O:60]>>[CH2:2]([c:3]1[n:4][cH:5][cH:6][cH:7][cH:8]1)[N:32]1[C:31](=[O:39])[C:28]2([c:20]3[c:19]([c:18]([Cl:17])[cH:27][c:22]4[c:21]3[O:26][CH2:25][CH2:24][O:23]4)[O:30][CH2:29]2)[c:38]2[c:33]1[cH:34][cH:35][cH:36][cH:37]2. Starting materials: S1C(=NC2=C1C=CC=C2)C(=O)C=2C=C(C=CC2)C ((benzothiazol-2-yl)(m-tolyl)methanone), NC1CCN(CC1)C (4-amino-1-methylpiperidine), polymethyl hydrosiloxane. The reagents and catalysts are CC([O-])C.CC([O-])C.CC([O-])C.CC([O-])C.[Ti+4] (titanium tetraisopropoxide). The solvent is C(C)(=O)OCC (ethyl acetate), [OH-].[Na+] (sodium hydroxide), O1CCCC1 (tetrahydrofurane). Reaction conditions: time 1 hour. The product is S1C(=NC2=C1C=CC=C2)C(C=2C=C(C=CC2)C)=NC2CCN(CC2)C ([(benzothiazol-2-yl)(m-tolyl)methylene](1-methylpiperidin-4-yl)amine). As a reaction SMILES: [S:1]1[C:5]2[CH:6]=[CH:7][CH:8]=[CH:9][C:4]=2[N:3]=[C:2]1[C:10]([C:12]1[CH:13]=[C:14]([CH3:18])[CH:15]=[CH:16][CH:17]=1)=O.[NH2:19][CH:20]1[CH2:25][CH2:24][N:23]([CH3:26])[CH2:22][CH2:21]1>O1CCCC1.C(OCC)(=O)C.[OH-].[Na+].CC(C)[O-].CC(C)[O-].CC(C)[O-].CC(C)[O-].[Ti+4]>[S:1]1[C:5]2[CH:6]=[CH:7][CH:8]=[CH:9][C:4]=2[N:3]=[C:2]1[C:10](=[N:19][CH:20]1[CH2:25][CH2:24][N:23]([CH3:26])[CH2:22][CH2:21]1)[C:12]1[CH:13]=[C:14]([CH3:18])[CH:15]=[CH:16][CH:17]=1 |f:4.5,6.7.8.9.10|. Procedure: To a solution of (benzothiazol-2-yl)(m-tolyl)methanone (1.06 g) and 4-amino-1-methylpiperidine (0.456 g) in tetrahydrofurane (4 mL) is added titanium tetraisopropoxide (1.42 g). The mixture is stirred at room temperature for 1 h, then polymethyl hydrosiloxane (1.2 mL) is added. The mixture is stirred for one day at room temperature, diluted with ethyl acetate (50 mL), hydolysed with 3N sodium hydroxide (30 mL). The organic phase is separated by decantation, washed with water, dried over magnesiu... The reactants are Cc1cc(Br)c2cc(C)c(-c3ccc(Cl)cc3Cl)n2n1, O=C([O-])[O-], COCC(N)COC, COCCOC, CN(C)c1ccccc1-c1ccccc1P(C1CCCCC1)C1CCCCC1, [Cs+], [Cs+], O=C(C=Cc1ccccc1)C=Cc1ccccc1, O=C(C=Cc1ccccc1)C=Cc1ccccc1, O=C(C=Cc1ccccc1)C=Cc1ccccc1, [Pd], [Pd]. Yields the product COCC(COC)Nc1cc(C)nn2c(-c3ccc(Cl)cc3Cl)c(C)cc12. As a reaction SMILES: [Br:1][c:2]1[c:3]2[n:4]([n:5][c:6]([CH3:8])[cH:7]1)[c:9](-[c:13]1[c:14]([Cl:20])[cH:15][c:16]([Cl:19])[cH:17][cH:18]1)[c:10]([CH3:12])[cH:11]2.[C:57](=[O:58])([O-:59])[O-:60].[CH3:21][O:22][CH2:23][CH:24]([CH2:25][O:26][CH3:27])[NH2:28].[CH3:63][O:64][CH2:65][CH2:66][O:67][CH3:68].[CH:29]1([P:30]([CH:31]2[CH2:32][CH2:33][CH2:34][CH2:35][CH2:36]2)[c:37]2[cH:38][cH:39][cH:40][cH:41][c:42]2-[c:43]2[c:44]([N:45]([CH3:46])[CH3:47])[cH:48][cH:49][cH:50][cH:51]2)[CH2:52][CH2:53][CH2:54][CH2:55][CH2:56]1.[Cs+:61].[Cs+:62].[O:107]=[C:108]([CH:109]=[CH:110][c:111]1[cH:112][cH:113][cH:114][cH:115][cH:116]1)[CH:117]=[CH:118][c:119]1[cH:120][cH:121][cH:122][cH:123][cH:124]1.[O:71]=[C:72]([CH:73]=[CH:74][c:75]1[cH:76][cH:77][cH:78][cH:79][cH:80]1)[CH:81]=[CH:82][c:83]1[cH:84][cH:85][cH:86][cH:87][cH:88]1.[O:89]=[C:90]([CH:91]=[CH:92][c:93]1[cH:94][cH:95][cH:96][cH:97][cH:98]1)[CH:99]=[CH:100][c:101]1[cH:102][cH:103][cH:104][cH:105][cH:106]1.[Pd:69].[Pd:70]>>[c:2]1([NH:28][CH:24]([CH2:23][O:22][CH3:21])[CH2:25][O:26][CH3:27])[c:3]2[n:4]([n:5][c:6]([CH3:8])[cH:7]1)[c:9](-[c:13]1[c:14]([Cl:20])[cH:15][c:16]([Cl:19])[cH:17][cH:18]1)[c:10]([CH3:12])[cH:11]2. Reactants: N1=CC(=CC=C1)CN(C1=CC=C(C=CC(=O)O)C=C1)C(C(F)(F)F)=O (N-(3-pyridylmethyl)-4-[(trifluoroacetyl)amino]cinnamic acid), C([O-])([O-])=O.[K+].[K+] (potassium carbonate), CN(C=O)C (dimethylformamide), BrCC(=O)OC(C)(C)C (t-butyl bromoacetate). Product: N1=CC(=CC=C1)CNC(=O)/C=C/C1=CC=C(C=C1)N(C(C(F)(F)F)=O)CC(=O)OC(C)(C)C (t-butyl [[4-[(E)-2-[N-(3-pyridylmethyl)carbamoyl]ethenyl]phenyl](trifluoroacetyl)amino]acetate). Isolated yield 30.0%. RXN SMILES: N1C=CC=C(C[N:8]([C:20](=[O:25])[C:21]([F:24])([F:23])[F:22])[C:9]2[CH:19]=[CH:18][C:12]([CH:13]=[CH:14][C:15]([OH:17])=O)=[CH:11][CH:10]=2)C=1.C(=O)([O-])[O-].[K+].[K+].Br[CH2:33][C:34]([O:36][C:37]([CH3:40])([CH3:39])[CH3:38])=[O:35].[CH3:41][N:42]([CH3:45])C=O>>[N:42]1[CH:45]=[CH:12][CH:11]=[C:10]([CH2:9][NH:8][C:15](/[CH:14]=[CH:13]/[C:12]2[CH:11]=[CH:10][C:9]([N:8]([CH2:33][C:34]([O:36][C:37]([CH3:40])([CH3:39])[CH3:38])=[O:35])[C:20](=[O:25])[C:21]([F:22])([F:23])[F:24])=[CH:19][CH:18]=2)=[O:17])[CH:41]=1 |f:1.2.3|. Procedure: A suspension of N-(3-pyridylmethyl)-4-[(trifluoroacetyl)amino]cinnamic acid (1.55 g) and potassium carbonate (1.84 g) in 10 ml dimethylformamide was stirred with 0.7 ml t-butyl bromoacetate for 24 hours. After removal of inorganic salts by filtration, insoluble components precipitated from water were filtered off. The filtrate was extracted with ethyl acetate and the organic layer was washed with water and brine, and then dried over magnesium sulfate. The drying agent was filtered off and the so... RXN SMILES: [Br:1][CH:2]([C:3](=[O:4])[OH:5])[CH2:6][CH2:7][CH2:8][CH2:9][CH2:10][CH2:11][CH2:12][CH2:13][CH2:14][CH2:15][CH2:16][CH2:17][CH2:18][CH3:19].[CH3:25][N:26]([CH3:27])[CH:28]=[O:29].[N-:21]=[N+:22]=[N-:23].[Na+:20].[OH2:24]>>[CH:2]([C:3](=[O:4])[OH:5])([CH2:6][CH2:7][CH2:8][CH2:9][CH2:10][CH2:11][CH2:12][CH2:13][CH2:14][CH2:15][CH2:16][CH2:17][CH2:18][CH3:19])[N:21]=[N+:22]=[N-:23]. Reactants: CCCCCCCCCCCCCCC(Br)C(=O)O, CN(C)C=O, [N-]=[N+]=[N-], [Na+], O. Product: CCCCCCCCCCCCCCC(N=[N+]=[N-])C(=O)O. The reactants are C(=O)(OCC)CCCOC1=C(C=C(C=C1)C=1CCC(NN1)=O)Cl (6-[4-carboethoxypropyloxy-3-chlorophenyl]-4,5-dihydro-3(2H)-pyridazinone), C(CN)N (ethylenediamine). Product: NCCNC(=O)CCCOC1=C(C=C(C=C1)C=1CCC(NN1)=O)Cl (6-{4-[2-aminoethylcarbamoylpropyloxy]-3-chlorophenyl}-4,5-dihydro-3(2H)-pyridazinone). Reaction SMILES: [C:1]([CH2:6][CH2:7][CH2:8][O:9][C:10]1[CH:15]=[CH:14][C:13]([C:16]2[CH2:17][CH2:18][C:19](=[O:22])[NH:20][N:21]=2)=[CH:12][C:11]=1[Cl:23])([O:3]CC)=O.[CH2:24]([NH2:27])[CH2:25][NH2:26]>>[NH2:26][CH2:25][CH2:24][NH:27][C:1]([CH2:6][CH2:7][CH2:8][O:9][C:10]1[CH:15]=[CH:14][C:13]([C:16]2[CH2:17][CH2:18][C:19](=[O:22])[NH:20][N:21]=2)=[CH:12][C:11]=1[Cl:23])=[O:3]. Procedure details: A solution of 4.5 g (13.3 mol) of 6-[4-carboethoxypropyloxy-3-chlorophenyl]-4,5-dihydro-3(2H)-pyridazinone (prepared as described in Example 23) in 12.0 g 199 mmol) of ethylenediamine is heated at 95° C. under N2 for 12 hrs. Volatiles are removed under vacuum and the residue recrystallized from EtOAc-methanol to give 3.65 g of 6-{4-[2-aminoethylcarbamoylpropyloxy]-3-chlorophenyl}-4,5-dihydro-3(2H)-pyridazinone as a white powder. Yield, 78%. The reactants are C(CC)=O (propanal), Cl (HCl), ClC=1C=C(SC1Cl)C(=O)O (4,5-dichloro-thiophene-2-carboxylic acid), [Li+].C[Si](C)(C)[N-][Si](C)(C)C (LiHMDS), C(C)(C)(C)[Li] (Tert-butyl lithium). The solvent is C1CCOC1 (THF). Conditions: temperature -78 celsius, time 8 hour. Product: ClC=1C=C(SC1C(CC)O)C(=O)O (4-chloro-5-(1-hydroxy-propyl)-thiophene-2-carboxylic acid). RXN SMILES: [Cl:1][C:2]1[CH:3]=[C:4]([C:8]([OH:10])=[O:9])[S:5][C:6]=1Cl.[Li+].C[Si]([N-][Si](C)(C)C)(C)C.C([Li])(C)(C)C.[CH:26](=[O:29])[CH2:27][CH3:28].Cl>C1COCC1>[Cl:1][C:2]1[CH:3]=[C:4]([C:8]([OH:10])=[O:9])[S:5][C:6]=1[CH:26]([OH:29])[CH2:27][CH3:28] |f:1.2|. Procedure details: A solution of 4,5-dichloro-thiophene-2-carboxylic acid in THF (25 mL) at −53° C. is treated with LiHMDS (2.5 mL, 1 M THF) and then cooled to −78° C. for 10 min. Tert-butyl lithium (3.2 mL, 1.7 M Pentane, 5.4 mmol) is added dropwise for 12 min., then treated with propanal (0.25 mL, 3.4 mmol). After 5 min. the reaction is warmed to rt and stirred overnight. The reaction mixture is then acidified with 1 N HCl (10 mL) and extracted with EtOAc (3×25 mL). Combined organic extracts are dried over MgSO4... Reactants: ClCCCBr, CO, [K+], O=[N+]([O-])c1ccc(S)cc1, [OH-]. Product: O=[N+]([O-])c1ccc(SCCCCl)cc1. Reaction SMILES: [Br:13][CH2:14][CH2:15][CH2:16][Cl:17].[CH3:18][OH:19].[K+:2].[N+:3](=[O:4])([O-:5])[c:6]1[cH:7][cH:8][c:9]([SH:12])[cH:10][cH:11]1.[OH-:1]>>[N+:3](=[O:4])([O-:5])[c:6]1[cH:7][cH:8][c:9]([S:12][CH2:14][CH2:15][CH2:16][Cl:17])[cH:10][cH:11]1.